Task: describe an organic reaction: reactants, conditions, products, and yield. Dataset: the Open Reaction Database (ORD), a public repository of structured organic reaction records Procedure: A solution of 4,6-dichloro-5-(4-chlorophenyl)pyrimidine (848 mg), 2-thiophen-2-yl-ethanesulfonic acid amide potassium salt (1.5 g, Referential Example 14) and Hunig's base (1 ml) in DMSO (20 ml) was stirred at rt for 24 h before it was diluted with water (200 ml) and extracted twice with diethyl ether. The aqueous layer was acidified with acetic acid. The precipitate was collected, washed with water and diethyl ether and dried to give 2-thiophen-2-yl-ethanesulfonic acid [6-chloro-5-(4-chloro-phe... As a reaction SMILES: Cl[C:2]1[C:7]([C:8]2[CH:13]=[CH:12][C:11]([Cl:14])=[CH:10][CH:9]=2)=[C:6]([Cl:15])[N:5]=[CH:4][N:3]=1.[K].[S:17]1[CH:21]=[CH:20][CH:19]=[C:18]1[CH2:22][CH2:23][S:24]([NH2:27])(=[O:26])=[O:25].CCN(C(C)C)C(C)C>CS(C)=O.O>[Cl:15][C:6]1[N:5]=[CH:4][N:3]=[C:2]([NH:27][S:24]([CH2:23][CH2:22][C:18]2[S:17][CH:21]=[CH:20][CH:19]=2)(=[O:26])=[O:25])[C:7]=1[C:8]1[CH:13]=[CH:12][C:11]([Cl:14])=[CH:10][CH:9]=1 |f:1.2,^1:15|. The product is ClC1=C(C(=NC=N1)NS(=O)(=O)CCC=1SC=CC1)C1=CC=C(C=C1)Cl (2-thiophen-2-yl-ethanesulfonic acid [6-chloro-5-(4-chloro-phenyl)-pyrimidin-4-yl]-amide). The solvent is CS(=O)C (DMSO), O (water). Isolated yield 68.7%. Starting materials: ClC1=NC=NC(=C1C1=CC=C(C=C1)Cl)Cl (4,6-dichloro-5-(4-chlorophenyl)pyrimidine), [K].S1C(=CC=C1)CCS(=O)(=O)N (2-thiophen-2-yl-ethanesulfonic acid amide potassium salt), CCN(C(C)C)C(C)C (Hunig's base). Reactants: COC=1C=C(CN)C=CC1OC (3,4-dimethoxy-benzylamine), COC(C1=CC=C(C=C1)C=1N=C(C2=C(N1)SC1=C2CCCC1)Cl)=O (4-(4-chloro-5,6,7,8-tetrahydro-[1]-benzothieno-[2,3-d]-pyrimidin-2-yl)-benzoic acid methylester). The product is COC(C1=CC=C(C=C1)C=1N=C(C2=C(N1)SC1=C2CCCC1)NCC1=CC(=C(C=C1)OC)OC)=O (4-[4-(3,4-dimethoxybenzylamino)-5,6,7,8-tetrahydro-[1]-benzothieno-[2,3-d]-pyrimidin-2-yl]-benzoic acid methylester). RXN SMILES: [CH3:1][O:2][C:3]1[CH:4]=[C:5]([CH:8]=[CH:9][C:10]=1[O:11][CH3:12])[CH2:6][NH2:7].[CH3:13][O:14][C:15](=[O:36])[C:16]1[CH:21]=[CH:20][C:19]([C:22]2[N:23]=[C:24](Cl)[C:25]3[C:30]4[CH2:31][CH2:32][CH2:33][CH2:34][C:29]=4[S:28][C:26]=3[N:27]=2)=[CH:18][CH:17]=1>>[CH3:13][O:14][C:15](=[O:36])[C:16]1[CH:17]=[CH:18][C:19]([C:22]2[N:23]=[C:24]([NH:7][CH2:6][C:5]3[CH:8]=[CH:9][C:10]([O:11][CH3:12])=[C:3]([O:2][CH3:1])[CH:4]=3)[C:25]3[C:30]4[CH2:31][CH2:32][CH2:33][CH2:34][C:29]=4[S:28][C:26]=3[N:27]=2)=[CH:20][CH:21]=1. Procedure details: The reaction procedure as above wherein 3,4-dimethoxy-benzylamine is reacted with 4-(4-chloro-5,6,7,8-tetrahydro-[1]-benzothieno-[2,3-d]-pyrimidin-2-yl)-benzoic acid methylester yields 4-[4-(3,4-dimethoxybenzylamino)-5,6,7,8-tetrahydro-[1]-benzothieno-[2,3-d]-pyrimidin-2-yl]-benzoic acid methylester Starting materials: BrC=1C(=NN(C1CC(C)(C)C#N)CCC)C#N (4-bromo-5-(2-cyano-2-methylpropyl)-1-propyl-1H-pyrazole-3-carbonitrile), Cl.NC1=C(C=CC=C1)B(O)O (2-aminophenylboronic acid hydrochloride). Reaction conditions: time 1 hour. The product is NC1=NC=2C=CC=CC2C=2C1=NN(C2CC(C#N)(C)C)CCC (3-(4-Amino-2-propyl-2H-pyrazolo[3,4-c]quinolin-1-yl)-2,2-dimethylpropanenitrile). The yield is 54.7%. As a reaction SMILES: Br[C:2]1[C:3]([C:16]#[N:17])=[N:4][N:5]([CH2:13][CH2:14][CH3:15])[C:6]=1[CH2:7][C:8]([C:11]#[N:12])([CH3:10])[CH3:9].Cl.[NH2:19][C:20]1[CH:25]=[CH:24][CH:23]=[CH:22][C:21]=1B(O)O>>[NH2:17][C:16]1[C:3]2=[N:4][N:5]([CH2:13][CH2:14][CH3:15])[C:6]([CH2:7][C:8]([CH3:9])([CH3:10])[C:11]#[N:12])=[C:2]2[C:21]2[CH:22]=[CH:23][CH:24]=[CH:25][C:20]=2[N:19]=1 |f:1.2|. Procedure: A modification of the method described in Example 1283 was used to couple 4-bromo-5-(2-cyano-2-methylpropyl)-1-propyl-1H-pyrazole-3-carbonitrile (1.48 g, 5.00 mmol) with 2-aminophenylboronic acid hydrochloride (1.73 g, 10.0 mmol). The reaction was completed in one hour. The coupling product was purified by IFC (silica cartridge, eluting with 40% to 60% ethyl acetate in hexane). The reaction with hydrogen chloride was heated at reflux for a total of about seven hours. 3-(4-Amino-2-propyl-2H-pyraz... Reactants: C(C)OC(=O)C=1C=C(C=C(C1)C1=CC=C(C=C1)C)C(=O)O (5-(ethoxycarbonyl)-4′-methylbiphenyl-3-carboxylic acid), Cl.CN(CCCN=C=NCC)C (N-(3-dimethylaminopropyl)-N′-ethylcarbodiimide hydrochloride), O.ON1N=NC2=C1C=CC=C2 (1-hydroxybenzotriazole hydrate), CNCC(C)C (N-methylisobutylamine), C(C)(C)N(C(C)C)CC (N,N-diisopropylethylamine). The solvent is C(Cl)Cl (CH2Cl2). RXN SMILES: [CH2:1]([O:3][C:4]([C:6]1[CH:7]=[C:8]([C:19](O)=[O:20])[CH:9]=[C:10]([C:12]2[CH:17]=[CH:16][C:15]([CH3:18])=[CH:14][CH:13]=2)[CH:11]=1)=[O:5])[CH3:2].Cl.CN(C)CCCN=C=NCC.O.ON1C2C=CC=CC=2N=N1.[CH3:45][NH:46][CH2:47][CH:48]([CH3:50])[CH3:49].C(N(CC)C(C)C)(C)C>C(Cl)Cl>[CH2:47]([N:46]([CH3:45])[C:19]([C:8]1[CH:7]=[C:6]([C:4]([O:3][CH2:1][CH3:2])=[O:5])[CH:11]=[C:10]([C:12]2[CH:17]=[CH:16][C:15]([CH3:18])=[CH:14][CH:13]=2)[CH:9]=1)=[O:20])[CH:48]([CH3:50])[CH3:49] |f:1.2,3.4|. Procedure details: To a mixture of 5-(ethoxycarbonyl)-4′-methylbiphenyl-3-carboxylic acid (260 mg, 0.91 mmol), N-(3-dimethylaminopropyl)-N′-ethylcarbodiimide hydrochloride (350 mg, 1.8 mmol), 1-hydroxybenzotriazole hydrate (140 mg, 0.91 mmol), CH2Cl2 (5 mL) were added N-methylisobutylamine (120 mg, 1.4 mmol) and N,N-diisopropylethylamine (0.24 mL, 1.4 mmol). The mixture was stirred at room temperature overnight, and then concentrated in vacuo. The residue was purified by silica gel column (0-60% EtOAc/hexane) to y... Reaction conditions: time 8 hour. The product is C(C(C)C)N(C(=O)C=1C=C(C=C(C1)C1=CC=C(C=C1)C)C(=O)OCC)C (Ethyl 5-(isobutyl(methyl)carbamoyl)-4′-methylbiphenyl-3-carboxylate). Starting materials: OC1(CCN(CC1)C1=CC=C(C=N1)NC(=O)C1=C(N=C(O1)N1CCCCC1)C(F)(F)F)C1=CC=CC=C1 (N-[6-(4-hydroxy-4-phenylpiperidin-1-yl)pyridin-3-yl]-2-(piperidin-1-yl)-4-(trifluoromethyl)oxazole-5-carboxamide), NC=1C=C2C=CNC2=NC1 (5-amino-7-azaindole). Product: N1C=CC=2C1=NC=C(C2)NC(=O)C2=C(N=C(O2)N2CC(CCC2)C)C(F)(F)F (N-[1H-pyrrolo[2,3-b]pyridin-5-yl]-2-(3-methyl-1-piperidinyl)-4-(trifluoromethyl)-5-oxazolecarboxamide). As a reaction SMILES: OC1(C2C=CC=CC=2)[CH2:7][CH2:6][N:5]([C:8]2[N:13]=[CH:12][C:11]([NH:14][C:15]([C:17]3[O:21][C:20]([N:22]4[CH2:27][CH2:26][CH2:25][CH2:24][CH2:23]4)=[N:19][C:18]=3[C:28]([F:31])([F:30])[F:29])=[O:16])=[CH:10][CH:9]=2)CC1.N[C:39]1C=C2C(=NC=1)NC=C2>>[NH:5]1[C:8]2=[N:13][CH:12]=[C:11]([NH:14][C:15]([C:17]3[O:21][C:20]([N:22]4[CH2:27][CH2:26][CH2:25][CH:24]([CH3:39])[CH2:23]4)=[N:19][C:18]=3[C:28]([F:30])([F:31])[F:29])=[O:16])[CH:10]=[C:9]2[CH:7]=[CH:6]1. Procedure: Compound 54 was prepared by the general procedure for compound 1, by using compound A-10 and 5-amino-7-azaindole as starting materials. 1H NMR (500 MHz, DMSO-d6) δ 11.67 (s, 1H), 10.21 (s, 1H), 8.37 (s, 1H), 8.23 (s, 1H), 7.50 (s, 1H), 6.46 (m, 1H), 4.13 (m, 2H), 3.07 (m, 1H), 2.75 (t, 1H, J=11.7 Hz), 1.77 (m, 2H), 1.67 (m, 1H), 1.54 (m, 1H), 1.15 (m, 1H), 0.94 (d, 3H, J=6.3 Hz). MS (M+1): 394.